Dataset: the Open Reaction Database (ORD), a public repository of structured organic reaction records. Task: describe an organic reaction: reactants, conditions, products, and yield The reactants are FC1=CC=C(C=C1)C=1C(=C(C=CC1)C(C)C)O (4'-fluoro-3-(1-methylethyl)[1,1'-biphenyl]-2-ol), C1(OCCO1)=O (ethylene carbonate). Reagents/catalysts: [I-].C(C)[N+](CC)(CC)CC (tetraethylammonium iodide). Run in ClCCl (dichloromethane). Reaction conditions: temperature 155 celsius. Product: FC1=CC=C(C=C1)C1=C(C(=CC=C1)C(C)C)OCCO (2-[4'-fluoro-3-(1-methylethyl)[1,1'-biphenyl]-2-yloxy]ethanol). The yield is 26.0%. As a reaction SMILES: [F:1][C:2]1[CH:7]=[CH:6][C:5]([C:8]2[C:9]([OH:17])=[C:10]([CH:14]([CH3:16])[CH3:15])[CH:11]=[CH:12][CH:13]=2)=[CH:4][CH:3]=1.C1(=O)O[CH2:21][CH2:20][O:19]1>[I-].C([N+](CC)(CC)CC)C.ClCCl>[F:1][C:2]1[CH:3]=[CH:4][C:5]([C:8]2[CH:13]=[CH:12][CH:11]=[C:10]([CH:14]([CH3:15])[CH3:16])[C:9]=2[O:17][CH2:21][CH2:20][OH:19])=[CH:6][CH:7]=1 |f:2.3|. Procedure details: A mixture of 4'-fluoro-3-(1-methylethyl)[1,1'-biphenyl]-2-ol (1.84 g), ethylene carbonate (0.78 g) and tetraethylammonium iodide (0.68 g) was heated in an oil bath at 155° C. for 2 hours, then was cooled and taken up in dichloromethane. The solution was washed in turn with water, 1N sodium hydroxide, 1N hydrochloric acid and brine, then was dried (MgSO4) and evaporated. The residual material was chromatographed over 70 g of silica gel (ethyl acetate-hexane; 3:7) to provide 0.57 g of 2-[4'-fluoro... Reactants: COC1=CC=C(C=C1)CCC(=O)O (3-(4-methoxyphenyl)propionic acid), BrBr (bromine). The solvent is O (water), C(C)(=O)O (acetic acid). Conditions: time 30 minute. Yields the product BrC=1C=C(C=CC1OC)CCC(=O)O (3-(3-Bromo-4-methoxyphenyl)propionic acid). Yield: 86.9%. Reaction SMILES: [CH3:1][O:2][C:3]1[CH:8]=[CH:7][C:6]([CH2:9][CH2:10][C:11]([OH:13])=[O:12])=[CH:5][CH:4]=1.[Br:14]Br>C(O)(=O)C.O>[Br:14][C:8]1[CH:7]=[C:6]([CH2:9][CH2:10][C:11]([OH:13])=[O:12])[CH:5]=[CH:4][C:3]=1[O:2][CH3:1]. Reported procedure: To a solution of 3-(4-methoxyphenyl)propionic acid (4.0 g, 22.2 mmol) in acetic acid (20 ml) was added bromine (3.9 g, 24.4 mmol) gradually dropwise at 10° C. and the mixture was stirred at room temperature for 30 minutes. This reaction mixture was diluted with water and extracted with ethyl acetate. The extract was washed serially with saturated saline and water and dried over anhydrous magnesium sulfate and the solvent was distilled off under reduced pressure. The residue was washed with hexan... Starting materials: C(C#C)(=O)OC1=CC=C(C=C1)C1=CC=CC=C1 (Biphenyl-4-yl propiolate), C1CCC(CC1)N=C=NC2CCCCC2 (DCC), NC1=CC=CC=C1 (aniline), C(C#C)(=O)O (propargylic acid). The reagents and catalysts are CN(C)C=1C=CN=CC1 (DMAP). The product is C1(=CC=CC=C1)NC(C#C)=O (N-Phenylpropiolamide). Yield: 87.0%. RXN SMILES: [C:1](OC1C=CC(C2C=CC=CC=2)=CC=1)(=[O:4])[C:2]#[CH:3].[NH2:18][C:19]1[CH:24]=[CH:23][CH:22]=[CH:21][CH:20]=1.C(O)(=O)C#C.C1CCC(N=C=NC2CCCCC2)CC1>CN(C1C=CN=CC=1)C>[C:19]1([NH:18][C:1](=[O:4])[C:2]#[CH:3])[CH:24]=[CH:23][CH:22]=[CH:21][CH:20]=1. Procedure: The compound 20 was prepared according to the method described for compound 1 employing aniline (1 g, 0.01 mol), propargylic acid (0.76 g, 0.01 mol), DCC (2.2 g, 0.01) and DMAP (8.6 mg, 0.07 mmol) to give brown solid compound 20 (1.35 g, 87%). 1H NMR (300 MHz, CD2Cl2) δ 2.93 (s, 1H), 7.15 (t, J=6.9 Hz, 1H), 7.33 (t, J=7.5 Hz, 2H), 7.52 (t, J=7.4 Hz, 2H), 7.79 (br s, 1H). Starting materials: C(C(=O)C)(=O)[O-] (pyruvate), C=1N=C(C2=C(N1)N(C=N2)[C@H]3[C@@H]([C@@H]([C@H](O3)COP(=O)(O)OP(=O)(O)OC[C@@H]4[C@H]([C@H]([C@@H](O4)N5C=CCC(=C5)C(=O)N)O)O)O)O)N (NADH), C=1N=C(C2=C(N1)N(C=N2)[C@H]3[C@@H]([C@@H]([C@H](O3)COP(=O)(O)OP(=O)(O)OC[C@@H]4[C@H]([C@H]([C@@H](O4)N5C=CCC(=C5)C(=O)N)O)O)O)O)N (NADH), C(=O)[O-] (formate), AT-103, SC 16569, FC(CCC(C(=O)O)=O)(F)F (5,5,5-trifluoro-2-oxopentanoic acid), NC(C)C(=O)O (D,L-alanine), CC1=C(C(=C(C=N1)COP(=O)(O)O)C=O)O (pyridoxal phosphate), C(=O)[O-].[Na+] (sodium formate), C=1N=C(C2=C(N1)N(C=N2)[C@H]3[C@@H]([C@@H]([C@H](O3)COP(=O)(O)OP(=O)(O)OC[C@@H]4[C@H]([C@H]([C@@H](O4)N5C=CCC(=C5)C(=O)N)O)O)O)O)N (NAD), C(C(O)C)(=O)[O-] (lactate), C(C(O)C)(=O)[O-] (Lactate), C(=O)[O-] (formate). Solvent: P(=O)([O-])([O-])[O-].[K+].[K+].[K+] (potassium phosphate). Yields the product FC(CC[C@H](C(=O)O)N)(F)F ((R)-5,5,5-trifluoro-2-aminopentanoic acid). As a reaction SMILES: [C:1]([O-:6])(=[O:5])[C:2]([CH3:4])=O.C([O-])(=O)C(C)O.C1[N:14]=C(N)C2N=CN([C@@H]3O[C@H](COP(OP(OC[C@H]4O[C@@H](N5C=C(C(N)=O)CC=C5)[C@H](O)[C@@H]4O)(O)=O)(O)=O)[C@@H](O)[C@H]3O)C=2N=1.C([O-])=O.[F:60][C:61]([F:70])([F:69])[CH2:62]CC(=O)C(O)=O.NC(C(O)=O)C.CC1N=CC(COP(O)(O)=O)=C(C=O)C=1O.C([O-])=O.[Na+]>P([O-])([O-])([O-])=O.[K+].[K+].[K+]>[F:60][C:61]([F:70])([F:69])[CH2:62][CH2:4][C@@H:2]([NH2:14])[C:1]([OH:6])=[O:5] |f:7.8,9.10.11.12|. Procedure details: The yields were increased by adding auxiliary enzymes to reduce pyruvate to lactate. Lactate dehydrogenase requires NADH as a cofactor. The NADH was regenerated using formate dehydrogenase. A solution containing 5,5,5-trifluoro-2-oxopentanoic acid (100 mg, 0.588 mmoles), D,L-alanine (200 mg, 2.244 mmoles), 0.02 mM pyridoxal phosphate, sodium formate (68 mg, 1 mmole), NAD (3.31 mg, 5 μmoles) L-lactate dehydrogenase cloned from rabbit muscle (Biocatalytics LDH-103, 0.107 mg, 15 units), and formate...